Dataset: the Open Reaction Database (ORD), a public repository of structured organic reaction records. Task: describe an organic reaction: reactants, conditions, products, and yield As a reaction SMILES: Cl[C:2]1[C:14]2[C:13]3[C:8](=[CH:9][CH:10]=[CH:11][C:12]=3[Cl:15])[NH:7][C:6]=2[N:5]=[C:4]([NH:16]C(=O)C(C)(C)C)[N:3]=1.[CH3:23][O:24][C:25]1[CH:32]=[CH:31][C:28]([NH:29][CH3:30])=[CH:27][CH:26]=1.C(O)(C)C.Cl>CC(C)=O.CO>[Cl:15][C:12]1[CH:11]=[CH:10][CH:9]=[C:8]2[C:13]=1[C:14]1[C:2]([N:29]([C:28]3[CH:31]=[CH:32][C:25]([O:24][CH3:23])=[CH:26][CH:27]=3)[CH3:30])=[N:3][C:4]([NH2:16])=[N:5][C:6]=1[NH:7]2. The solvent is CO (methanol), CC(=O)C (acetone). Reaction conditions: temperature 115 celsius. Isolated yield 69.0%. Procedure: To 10 (20 mg, 0.06 mmol) was added 4-methoxy-N-methyl aniline (61 mg, 0.44 mmol), 50 mL of Isopropanol, and 4 drops of cone. HCl in a 100 mL round bottom flask. The reaction mixture was refluxed at 110-120° C. for 26 hours, following which the Isopropanol was evaporated and the mixture was basified with ammonia in methanol to obtain a slight precipitate. The resulting precipitate was then dissolved in acetone and methanol. To the solution was added silica, and the solvent was removed under reduc... The reactants are ClC1=NC(=NC=2NC3=CC=CC(=C3C21)Cl)NC(C(C)(C)C)=O (N-(4,5-dichloro-9H-pyrimido[4,5-b]indol-2-yl)-2,2-dimethyl propanamide), COC1=CC=C(NC)C=C1 (4-methoxy-N-methyl aniline), C(C)(C)O (Isopropanol), Cl (HCl), C(C)(C)O (Isopropanol). Yields the product ClC1=C2C3=C(NC2=CC=C1)N=C(N=C3N(C)C3=CC=C(C=C3)OC)N (5-Chloro-N4-(4-methoxyphenyl)-N4-methyl-9H-pyrimido[4,5-b]indole-2,4-diamine).